This data is from the Open Reaction Database (ORD), a public repository of structured organic reaction records. The task is: describe an organic reaction: reactants, conditions, products, and yield Reactants: CCOC(=O)c1csc(Nc2ccccc2C=Cc2n[nH]c3ccccc23)n1, CO, [Na+], [OH-], O. Product: O=C(O)c1csc(Nc2ccccc2C=Cc2n[nH]c3ccccc23)n1. RXN SMILES: [CH2:1]([CH3:2])[O:3][C:4](=[O:5])[c:6]1[n:7][c:8]([NH:11][c:12]2[c:13]([CH:18]=[CH:19][c:20]3[n:21][nH:22][c:23]4[cH:24][cH:25][cH:26][cH:27][c:28]34)[cH:14][cH:15][cH:16][cH:17]2)[s:9][cH:10]1.[CH3:32][OH:33].[Na+:30].[OH-:29].[OH2:31]>>[O:3]=[C:4]([OH:5])[c:6]1[n:7][c:8]([NH:11][c:12]2[c:13]([CH:18]=[CH:19][c:20]3[n:21][nH:22][c:23]4[cH:24][cH:25][cH:26][cH:27][c:28]34)[cH:14][cH:15][cH:16][cH:17]2)[s:9][cH:10]1. RXN SMILES: [NH2:1]C1C(C(N)=O)=NC=C(C2C(C)=CC=CN=2)C=1.[N:18]1([CH2:23][C:24]2[N:33]=[C:32]([NH:34][C:35]3[CH:40]=[CH:39][C:38]([C:41]([F:44])([F:43])[F:42])=[CH:37][CH:36]=3)[C:31]3[C:26](=[CH:27][C:28]([C:45]4[C:50]([C:51](F)(F)F)=[CH:49][CH:48]=[CH:47][N:46]=4)=[CH:29]C=3)[N:25]=2)[CH2:22][CH2:21][CH2:20][CH2:19]1>>[CH3:51][C:50]1[C:45]([C:28]2[CH:29]=[N:1][C:31]3[C:32]([NH:34][C:35]4[CH:36]=[CH:37][C:38]([C:41]([F:42])([F:44])[F:43])=[CH:39][CH:40]=4)=[N:33][C:24]([CH2:23][N:18]4[CH2:22][CH2:21][CH2:20][CH2:19]4)=[N:25][C:26]=3[CH:27]=2)=[N:46][CH:47]=[CH:48][CH:49]=1. Yields the product CC=1C(=NC=CC1)C1=CC=2N=C(N=C(C2N=C1)NC1=CC=C(C=C1)C(F)(F)F)CN1CCCC1 ([7-(3-Methyl-pyridin-2-yl)-2-pyrrolidin-1-ylmethyl-pyrido[3,2-d]pyrimidin-4-yl]-(4-trifluoromethyl-phenyl)-amine). Starting materials: NC=1C(=NC=C(C1)C1=NC=CC=C1C)C(=O)N (3-amino-5-(3-methyl(2-pyridyl))pyridine-2-carboxamide), N1(CCCC1)CC1=NC2=CC(=CC=C2C(=N1)NC1=CC=C(C=C1)C(F)(F)F)C1=NC=CC=C1C(F)(F)F ([2-pyrrolidin-1-ylmethyl-7-(3-trifluoromethyl-pyridin-2-yl)-quinazolin-4-yl]-(4-trifluoromethyl-phenyl)-amine). Reported procedure: The title compound is prepared from 3-amino-5-(3-methyl(2-pyridyl))pyridine-2-carboxamide in a manner analogous to that used for the preparation of [2-pyrrolidin-1-ylmethyl-7-(3-trifluoromethyl-pyridin-2-yl)-quinazolin-4-yl]-(4-trifluoromethyl-phenyl)-amine (Example 2.A, steps 6 to 9). Reactants: N#CCCCBr, O=C([O-])[O-], CN(C)C=O, [K+], [K+], Sc1cccs1. Product: N#CCCCSc1cccs1. Reaction SMILES: [Br:7][CH2:8][CH2:9][CH2:10][C:11]#[N:12].[C:13](=[O:14])([O-:15])[O-:16].[CH3:19][N:20]([CH3:21])[CH:22]=[O:23].[K+:17].[K+:18].[s:1]1[c:2]([SH:6])[cH:3][cH:4][cH:5]1>>[s:1]1[c:2]([S:6][CH2:8][CH2:9][CH2:10][C:11]#[N:12])[cH:3][cH:4][cH:5]1. Starting materials: S(O)(O)(=O)=O (sulphuric acid), [Mg] (magnesium), ice water, C(=C)Br (vinyl bromide), CC(=CCCC(CC)=O)CC(C)C (7,9-dimethyl-6-decen-3-one). Run in O1CCCC1 (tetrahydrofuran), O1CCCC1 (tetrahydrofuran). Conditions: time 2 hour. The product is C(C)C(C=C)(CCC=C(CC(C)C)C)O (3-ethyl-7,9-dimethyl-1,6-decadien-3-ol). As a reaction SMILES: [Mg].[CH:2](Br)=[CH2:3].[CH3:5][C:6]([CH2:14][CH:15]([CH3:17])[CH3:16])=[CH:7][CH2:8][CH2:9][C:10](=[O:13])[CH2:11][CH3:12].S(=O)(=O)(O)O>O1CCCC1>[CH2:11]([C:10]([OH:13])([CH2:9][CH2:8][CH:7]=[C:6]([CH3:5])[CH2:14][CH:15]([CH3:16])[CH3:17])[CH:2]=[CH2:3])[CH3:12]. Procedure details: To a Grignard solution, prepared from 12.5 g. of magnesium and 57.8 g. of vinyl bromide in 130 ml. of tetrahydrofuran, is slowly added dropwise at 0°-5° C. a solution of 40.11 g. of 7,9-dimethyl-6-decen-3-one in 90 ml. of tetrahydrofuran. The mixture is left to stir for 2 hours at room temperature, then poured on to 300 ml. of ice-water, acidified with dilute sulphuric acid and extracted three times with ether. The extracts are washed with 10% by weight aqueous sodium bicarbonate solution and sa... The reactants are CC(C)CCC(=O)[O-], [Li]CCCC, CC(C)NC(C)C, CC(C)c1ccc(CCl)cc1, Cl, C1CCOC1. Yields the product CC(C)c1ccc(CC(C)(C)C(=O)O)cc1. As a reaction SMILES: [CH2:13]([CH2:14][C:18](=[O:19])[O-:20])[CH:15]([CH3:16])[CH3:17].[CH2:8]([Li:9])[CH2:10][CH2:11][CH3:12].[CH:1]([NH:2][CH:5]([CH3:6])[CH3:7])([CH3:3])[CH3:4].[CH:21]([CH3:22])([CH3:23])[c:24]1[cH:25][cH:26][c:27]([CH2:28][Cl:29])[cH:30][cH:31]1.[ClH:32].[O:33]1[CH2:34][CH2:35][CH2:36][CH2:37]1>>[C:5]([CH3:6])([CH3:7])([C:18](=[O:19])[OH:20])[CH2:28][c:27]1[cH:26][cH:25][c:24]([CH:21]([CH3:22])[CH3:23])[cH:31][cH:30]1. Starting materials: CC#N, O=C(Cl)C1CCCCC1, [I-], [Na+]. Product: O=C(I)C1CCCCC1. Reaction SMILES: [CH3:12][C:13]#[N:14].[CH:3]1([C:9](=[O:10])[Cl:11])[CH2:4][CH2:5][CH2:6][CH2:7][CH2:8]1.[I-:2].[Na+:1]>>[I:2][C:9]([CH:3]1[CH2:4][CH2:5][CH2:6][CH2:7][CH2:8]1)=[O:10]. Starting materials: NaIO4, C(C)(=O)NC(CSCC1=CC=CC=C1)=O (N-acetyl-2-(benzylthio) acetamide), O (water). Run at time 8 hour. The product is C(C)(=O)NC(CS(=O)CC1=CC=CC=C1)=O (N-acetyl-2-benzylsulfinylacetamide). RXN SMILES: [C:1]([NH:4][C:5](=[O:15])[CH2:6][S:7][CH2:8][C:9]1[CH:14]=[CH:13][CH:12]=[CH:11][CH:10]=1)(=[O:3])[CH3:2].[OH2:16]>>[C:1]([NH:4][C:5](=[O:15])[CH2:6][S:7]([CH2:8][C:9]1[CH:14]=[CH:13][CH:12]=[CH:11][CH:10]=1)=[O:16])(=[O:3])[CH3:2]. Procedure details: To a solution of 0.011 mole of NaIO4 in 25 ml. of water which has been cooled to 5° C. is added 0.01 mole of N-acetyl-2-(benzylthio) acetamide. The reaction mixture is allowed to warm to room temperature and then stirred overnight and concentrated to dryness. Chromatography of the residue on 200 g. of silica gel eluting with ethyl acetate in hexane (25-75%) gives N-acetyl-2-benzylsulfinylacetamide. Starting materials: CN(C)C=O, C[Si](C)(C)Cl, CCCCCC, C#CCC(C)(O)CCOC, c1c[nH]cn1. The product is C#CCC(C)(CCOC)O[Si](C)(C)C. As a reaction SMILES: [CH3:16][N:17]([CH3:18])[CH:19]=[O:20].[CH3:21][Si:22]([Cl:23])([CH3:24])[CH3:25].[CH3:26][CH2:27][CH2:28][CH2:29][CH2:30][CH3:31].[OH:1][C:2]([CH2:3][C:4]#[CH:5])([CH2:6][CH2:7][O:8][CH3:9])[CH3:10].[nH:11]1[cH:12][cH:13][n:14][cH:15]1>>[O:1]([C:2]([CH2:3][C:4]#[CH:5])([CH2:6][CH2:7][O:8][CH3:9])[CH3:10])[Si:22]([CH3:21])([CH3:24])[CH3:25]. The product is C1=CC=C2C(=C1)C(=O)C3=C(N2)C(=O)C4=C(C3=O)NC5=CC=CC=C5C4=O (quinacridonequinone). Run at temperature 65 celsius, time 8 hour. Reported procedure: Quinacridone (50 grams) was dispersed in water (1000 grams) and potassium hydroxide (50 grams) was added. The resulting slurry was then heated to 65° C. and sodium peroxydisulfate (200 grams) was added over a 6 hour period. The resulting slurry was stirred continuously for 8 hours at 65° C. then filtered. The resulting presscake was washed with water to neutral and dried. 55 grams of bright yellow highly pure quinacridonequinone was produced. RXN SMILES: [CH:1]1[CH:6]=[C:5]2[C:7]([C:9]3[C:14]([NH:15][C:4]2=[CH:3][CH:2]=1)=[CH:13][C:12]1[C:16]([C:18]2[C:23]([NH:24][C:11]=1[CH:10]=3)=[CH:22][CH:21]=[CH:20][CH:19]=2)=[O:17])=[O:8].[OH-:25].[K+].S(OOS([O-])(=O)=O)([O-])(=O)=O.[Na+].[Na+].[OH2:39]>>[CH:20]1[CH:19]=[C:18]2[C:16]([C:12]3[C:13](=[O:39])[C:14]4[NH:15][C:4]5[C:5]([C:7](=[O:8])[C:9]=4[C:10](=[O:25])[C:11]=3[NH:24][C:23]2=[CH:22][CH:21]=1)=[CH:6][CH:1]=[CH:2][CH:3]=5)=[O:17] |f:1.2,3.4.5|. Reactants: [OH-].[K+] (potassium hydroxide), C1=CC=C2C(=C1)C(=O)C3=CC4=C(C=C3N2)C(=O)C5=CC=CC=C5N4 (Quinacridone), O (water), S(=O)(=O)([O-])OOS(=O)(=O)[O-].[Na+].[Na+] (sodium peroxydisulfate).